describe an organic reaction: reactants, conditions, products, and yield From a dataset of the Open Reaction Database (ORD), a public repository of structured organic reaction records. Reactants: CCOC(=O)C1C(c2ccc(OC)cc2)c2ccccc2C1c1ccc2c(c1)OCO2, O. Product: COc1ccc(C2c3ccccc3C(c3ccc4c(c3)OCO4)C2C(=O)O)cc1. RXN SMILES: [CH2:1]([CH3:2])[O:3][C:4](=[O:5])[CH:6]1[CH:7]([c:24]2[cH:25][cH:26][c:27]([O:30][CH3:31])[cH:28][cH:29]2)[c:8]2[cH:9][cH:10][cH:11][cH:12][c:13]2[CH:14]1[c:15]1[cH:16][c:17]2[c:18]([cH:19][cH:20]1)[O:21][CH2:22][O:23]2.[OH2:32]>>[O:3]=[C:4]([OH:5])[CH:6]1[CH:7]([c:24]2[cH:25][cH:26][c:27]([O:30][CH3:31])[cH:28][cH:29]2)[c:8]2[cH:9][cH:10][cH:11][cH:12][c:13]2[CH:14]1[c:15]1[cH:16][c:17]2[c:18]([cH:19][cH:20]1)[O:21][CH2:22][O:23]2. Starting materials: O=C(O)C12CC3CC(CC(C3)C1)C2, CCN(CC)C(F)(F)C(F)C(F)(F)F, CCOCC, COc1ccc(N)cc1. Product: COc1ccc(NC(=O)C23CC4CC(CC(C4)C2)C3)cc1. Reaction SMILES: [C:1]12([C:11](=[O:12])[OH:13])[CH2:2][CH:3]3[CH2:4][CH:5]([CH2:6][CH:7]([CH2:8]1)[CH2:9]3)[CH2:10]2.[CH2:14]([N:15]([C:16]([F:17])([F:18])[CH:19]([F:20])[C:21]([F:22])([F:23])[F:24])[CH2:25][CH3:26])[CH3:27].[CH2:37]([O:38][CH2:39][CH3:40])[CH3:41].[CH3:28][O:29][c:30]1[cH:31][cH:32][c:33]([NH2:36])[cH:34][cH:35]1>>[C:1]12([C:11](=[O:13])[NH:36][c:33]3[cH:32][cH:31][c:30]([O:29][CH3:28])[cH:35][cH:34]3)[CH2:2][CH:3]3[CH2:4][CH:5]([CH2:6][CH:7]([CH2:8]1)[CH2:9]3)[CH2:10]2. Procedure: A mixture solution of dibenzo[b,d]thiophen-4-ylboronic acid (2.5 g, 10.96 mmol), bis(4-bromophenyl)diphenylsilane (11.92 g, 24.11 mmol), Pd(PPh3)4 (0.253 g, 0.219 mmol), and K2CO3 (9.09 g, 65.8 mmol) in toluene (90 mL) and water (30 mL) was stirred at 90° C. under nitrogen overnight. After cooling to room temperature, the organic phase was isolated, and the aqueous phase was extracted with toluene. The combined organic solution was dried over Na2SO4. Upon evaporation of the solvent, the residue ... RXN SMILES: [CH:1]1[C:9]2[C:8]3[CH:10]=[CH:11][CH:12]=[CH:13][C:7]=3[S:6][C:5]=2[C:4](B(O)O)=[CH:3][CH:2]=1.Br[C:18]1[CH:23]=[CH:22][C:21]([Si:24]([C:37]2[CH:42]=[CH:41][C:40]([Br:43])=[CH:39][CH:38]=2)([C:31]2[CH:36]=[CH:35][CH:34]=[CH:33][CH:32]=2)[C:25]2[CH:30]=[CH:29][CH:28]=[CH:27][CH:26]=2)=[CH:20][CH:19]=1.C([O-])([O-])=O.[K+].[K+]>C1(C)C=CC=CC=1.O.C1C=CC([P]([Pd]([P](C2C=CC=CC=2)(C2C=CC=CC=2)C2C=CC=CC=2)([P](C2C=CC=CC=2)(C2C=CC=CC=2)C2C=CC=CC=2)[P](C2C=CC=CC=2)(C2C=CC=CC=2)C2C=CC=CC=2)(C2C=CC=CC=2)C2C=CC=CC=2)=CC=1>[Br:43][C:40]1[CH:39]=[CH:38][C:37]([Si:24]([C:31]2[CH:32]=[CH:33][C:34]([C:4]3[C:5]4[S:6][C:7]5[CH:13]=[CH:12][CH:11]=[CH:10][C:8]=5[C:9]=4[CH:1]=[CH:2][CH:3]=3)=[CH:35][CH:36]=2)([C:21]2[CH:22]=[CH:23][CH:18]=[CH:19][CH:20]=2)[C:25]2[CH:30]=[CH:29][CH:28]=[CH:27][CH:26]=2)=[CH:42][CH:41]=1 |f:2.3.4,^1:61,63,82,101|. The reactants are C1=CC=C(C=2SC3=C(C21)C=CC=C3)B(O)O (dibenzo[b,d]thiophen-4-ylboronic acid), BrC1=CC=C(C=C1)[Si](C1=CC=CC=C1)(C1=CC=CC=C1)C1=CC=C(C=C1)Br (bis(4-bromophenyl)diphenylsilane), C(=O)([O-])[O-].[K+].[K+] (K2CO3). Product: BrC1=CC=C(C=C1)[Si](C1=CC=CC=C1)(C1=CC=CC=C1)C1=CC=C(C=C1)C1=CC=CC2=C1SC1=C2C=CC=C1 ((4-bromophenyl)(4-(dibenzo[b,d]thiophen-4-yl)phenyl)diphenylsilane). Yield: 79.4%. The reagents and catalysts are C=1C=CC(=CC1)[P](C=2C=CC=CC2)(C=3C=CC=CC3)[Pd]([P](C=4C=CC=CC4)(C=5C=CC=CC5)C=6C=CC=CC6)([P](C=7C=CC=CC7)(C=8C=CC=CC8)C=9C=CC=CC9)[P](C=1C=CC=CC1)(C=1C=CC=CC1)C=1C=CC=CC1 (Pd(PPh3)4). Run in C1(=CC=CC=C1)C (toluene), O (water). Reactants: OC1=CC=C(C=C1)C(F)(F)F (4-hydroxybenzotrifluoride), BrCCBr (1,2-dibromoethane), C([O-])([O-])=O.[K+].[K+] (potassium carbonate). The solvent is CC(=O)C (acetone), O (water), C(C)(=O)OCC (ethyl acetate). Product: BrCCOC1=CC=C(C=C1)C(F)(F)F (1-(2-Bromoethoxy)-4-(trifluoromethyl)benzene). Yield: 21.4%. Reaction SMILES: [OH:1][C:2]1[CH:7]=[CH:6][C:5]([C:8]([F:11])([F:10])[F:9])=[CH:4][CH:3]=1.[Br:12][CH2:13][CH2:14]Br.C(=O)([O-])[O-].[K+].[K+]>CC(C)=O.O.C(OCC)(=O)C>[Br:12][CH2:13][CH2:14][O:1][C:2]1[CH:7]=[CH:6][C:5]([C:8]([F:9])([F:10])[F:11])=[CH:4][CH:3]=1 |f:2.3.4|. Procedure details: A suspension of 4-hydroxybenzotrifluoride (5.0 g), 1,2-dibromoethane (17.4 g) and potassium carbonate (2.6 g) in acetone (100 mL) was heated under reflux for 3 days. The reaction solution was diluted with water and ethyl acetate. The organic layer was washed with saturated aqueous sodium hydrogencarbonate solution and saturated ammonium chloride (×2), dried over anhydrous sodium sulfate and concentrated. The residue was purified by silica gel column chromatography to give the title compound as a...